Dataset: the Open Reaction Database (ORD), a public repository of structured organic reaction records. Task: describe an organic reaction: reactants, conditions, products, and yield Starting materials: CCOCC (ether), C[Si](C)(C)Cl (Trimethylsilyl chloride), [I-].[Na+] (sodium iodide), C(C)C1=C(C(=NC=C1)F)NC(OCCCC)=O (butyl N-(4-ethyl-2-fluoro-3-pyridyl)carbamate). The solvent is C(C)#N (acetonitrile). Yields the product NC=1C(=NC=CC1CC)F (3-Amino-4-ethyl-2-fluoropyridine). As a reaction SMILES: C[Si](Cl)(C)C.[I-].[Na+].[CH2:8]([C:10]1[CH:15]=[CH:14][N:13]=[C:12]([F:16])[C:11]=1[NH:17]C(=O)OCCCC)[CH3:9].CCOCC>C(#N)C>[NH2:17][C:11]1[C:12]([F:16])=[N:13][CH:14]=[CH:15][C:10]=1[CH2:8][CH3:9] |f:1.2|. Procedure: Trimethylsilyl chloride (2.2 g, (0.18 mmol) and sodium iodide (2.7 g, 0.18 mmol) were added to a solution of 3.6 g (0.15 mmol) of [-butyl N-(4-ethyl-2-fluoro-3-pyridyl)carbamate in 50 mL of dry acetonitrile with stirring at ambient temperature. After 2 hours the mixture was poured into ether and and the resulting solution was washed with dilute aqueous sodium bisulfite, dried over magnesium sulfate, and filtered. The filtrate was concentrated by evaporation under reduced pressure to obtain an oi...